Dataset: the Open Reaction Database (ORD), a public repository of structured organic reaction records. Task: describe an organic reaction: reactants, conditions, products, and yield Reactants: BrC=1C=NC=2N(C1)N=C(N2)N2CCOCC2 (6-Bromo-2-morpholin-4-yl-[1,2,4]triazolo[1,5-a]pyrimidine), C(#C)C1=CC(=CC=C1)Cl (ethynyl-3-chlorobenzene). The product is ClC=1C=C(C=CC1)C#CC=1C=NC=2N(C1)N=C(N2)N2CCOCC2 (6-(3-Chloro-phenylethynyl)-2-morpholin-4-yl-[1,2,4]triazolo[1,5-a]pyrimidine). Reaction SMILES: Br[C:2]1[CH:3]=[N:4][C:5]2[N:6]([N:8]=[C:9]([N:11]3[CH2:16][CH2:15][O:14][CH2:13][CH2:12]3)[N:10]=2)[CH:7]=1.[C:17]([C:19]1[CH:24]=[CH:23][CH:22]=[C:21]([Cl:25])[CH:20]=1)#[CH:18]>>[Cl:25][C:21]1[CH:20]=[C:19]([C:17]#[C:18][C:2]2[CH:3]=[N:4][C:5]3[N:6]([N:8]=[C:9]([N:11]4[CH2:16][CH2:15][O:14][CH2:13][CH2:12]4)[N:10]=3)[CH:7]=2)[CH:24]=[CH:23][CH:22]=1. Procedure: The title compound, a light brown solid, MS: m/e=340.0/342.1 (M+H+), can be prepared in accordance with the general method of example 1 from 6-bromo-2-morpholin-4-yl-[1,2,4]triazolo[1,5-a]pyrimidine (example 47, step 1) and ethynyl-3-chlorobenzene. Starting materials: C1COCCO1, Clc1nccc2nc(-c3ccc(CN4CCC(c5nnc(-c6ccccn6)[nH]5)CC4)cc3)c(-c3ccccc3)cc12, NN. Yields the product NNc1nccc2nc(-c3ccc(CN4CCC(c5nnc(-c6ccccn6)[nH]5)CC4)cc3)c(-c3ccccc3)cc12. RXN SMILES: [CH2:44]1[O:45][CH2:46][CH2:47][O:48][CH2:49]1.[Cl:1][c:2]1[c:3]2[cH:4][c:5](-[c:36]3[cH:37][cH:38][cH:39][cH:40][cH:41]3)[c:6](-[c:12]3[cH:13][cH:14][c:15]([CH2:18][N:19]4[CH2:20][CH2:21][CH:22]([c:25]5[n:26][n:27][c:28](-[c:30]6[n:31][cH:32][cH:33][cH:34][cH:35]6)[nH:29]5)[CH2:23][CH2:24]4)[cH:16][cH:17]3)[n:7][c:8]2[cH:9][cH:10][n:11]1.[NH2:42][NH2:43]>>[c:2]1([NH:42][NH2:43])[c:3]2[cH:4][c:5](-[c:36]3[cH:37][cH:38][cH:39][cH:40][cH:41]3)[c:6](-[c:12]3[cH:13][cH:14][c:15]([CH2:18][N:19]4[CH2:20][CH2:21][CH:22]([c:25]5[n:26][n:27][c:28](-[c:30]6[n:31][cH:32][cH:33][cH:34][cH:35]6)[nH:29]5)[CH2:23][CH2:24]4)[cH:16][cH:17]3)[n:7][c:8]2[cH:9][cH:10][n:11]1. Reactants: NC1=CC=C(C=C1)CCCC1=CC=C(C=C1)NC1=C(C(=O)O)C=CC=C1 (2-{4-[3-(4-Aminophenyl)propyl]phenylamino}benzoic acid), OS(=O)(=O)O (H2SO4), CO (MeOH). Product: COC(C1=C(C=CC=C1)NC1=CC=C(C=C1)CCCC1=CC=C(C=C1)N)=O (2-{4-[3-(4-Aminophenyl)propyl]phenylamino}benzoic acid methyl ester), material. RXN SMILES: [NH2:1][C:2]1[CH:7]=[CH:6][C:5]([CH2:8][CH2:9][CH2:10][C:11]2[CH:16]=[CH:15][C:14]([NH:17][C:18]3[CH:26]=[CH:25][CH:24]=[CH:23][C:19]=3[C:20]([OH:22])=[O:21])=[CH:13][CH:12]=2)=[CH:4][CH:3]=1.OS(O)(=O)=O.[CH3:32]O>>[CH3:32][O:21][C:20](=[O:22])[C:19]1[CH:23]=[CH:24][CH:25]=[CH:26][C:18]=1[NH:17][C:14]1[CH:15]=[CH:16][C:11]([CH2:10][CH2:9][CH2:8][C:5]2[CH:4]=[CH:3][C:2]([NH2:1])=[CH:7][CH:6]=2)=[CH:12][CH:13]=1. Reported procedure: To a solution of 2-{4-[3-(4-aminophenyl)propyl]phenylamino}benzoic acid (Example 159) (2.34 g, 6.75 mmol) in MeOH (50 mL) was added concentrated H2SO4 (1.0 mL) at room temperature. The mixture was stirred under reflux for 3.0 days. The reaction was quenched with Et3N (10 mL) at 5° C., and the solvent was removed under reduced pressure. The residue was diluted with water (20 mL) and extracted with Et2O (20 mL, 4 times). The combined ether layer was washed with water (10 mL) and brine (10 mL), and... The reactants are CC1=CC=C(C(=N1)[N+](=O)[O-])O (6-Methyl-2-nitro-pyridin-3-ol), C(=O)([O-])[O-].[K+].[K+] (K2CO3), CI (MeI). The solvent is CC(=O)C (acetone). Run at temperature 50 celsius. Product: COC=1C(=NC(=CC1)C)[N+](=O)[O-] (3-Methoxy-6-methyl-2-nitro-pyridine). As a reaction SMILES: [CH3:1][C:2]1[N:7]=[C:6]([N+:8]([O-:10])=[O:9])[C:5]([OH:11])=[CH:4][CH:3]=1.[C:12]([O-])([O-])=O.[K+].[K+].CI>CC(C)=O>[CH3:12][O:11][C:5]1[C:6]([N+:8]([O-:10])=[O:9])=[N:7][C:2]([CH3:1])=[CH:3][CH:4]=1 |f:1.2.3|. Procedure details: Commercially available 6-Methyl-2-nitro-pyridin-3-ol (Aldrich) (5.09 g, 33 mmol) in acetone (50 mL) was treated with K2CO3 (5.47 g, 39.6 mmol) and MeI (3.09 mL, 49.5 mmol). The orange suspension was heated to 50° C. for 90 hours. After evaporation of the solvent in vacuo the crude mixture was treated with 1N NaOH (50 mL) and extracted with EtOAc (2×50 mL) the combined organic phases was washed with brine (2×50 mL), dried over Na2SO4, filtered and concentrated in vacuo. 3-Methoxy-6-methyl-2-nitro... Starting materials: FC1=C(OC2CCNCC2)C(=C(C(=C1F)F)F)F (4-(2,3,4,5,6-pentafluorophenoxy)piperidine), C([O-])(O)=O.[Na+] (sodium bicarbonate), FC1=CC=C(C=C1)C(CCCCl)C1=CC=C(C=C1)F (4,4-bis-(4-fluorophenyl)butyl chloride). Run in CN(C=O)C (dimethylformamide), CN(C=O)C (dimethylformamide). Run at temperature 78 celsius, time 20 hour. Yields the product FC1=CC=C(C=C1)C(CCCN1CCC(CC1)OC1=C(C(=C(C(=C1F)F)F)F)F)C1=CC=C(C=C1)F (1-[4,4-bis-(4-fluorophenyl)butyl]-4-(2,3,4,5,6-pentafluorophenoxy)piperidine). As a reaction SMILES: C(=O)(O)[O-].[Na+].[F:6][C:7]1[C:19]([F:20])=[C:18]([F:21])[C:17]([F:22])=[C:16]([F:23])[C:8]=1[O:9][CH:10]1[CH2:15][CH2:14][NH:13][CH2:12][CH2:11]1.[F:24][C:25]1[CH:30]=[CH:29][C:28]([CH:31]([C:36]2[CH:41]=[CH:40][C:39]([F:42])=[CH:38][CH:37]=2)[CH2:32][CH2:33][CH2:34]Cl)=[CH:27][CH:26]=1>CN(C)C=O>[F:24][C:25]1[CH:26]=[CH:27][C:28]([CH:31]([C:36]2[CH:37]=[CH:38][C:39]([F:42])=[CH:40][CH:41]=2)[CH2:32][CH2:33][CH2:34][N:13]2[CH2:14][CH2:15][CH:10]([O:9][C:8]3[C:16]([F:23])=[C:17]([F:22])[C:18]([F:21])=[C:19]([F:20])[C:7]=3[F:6])[CH2:11][CH2:12]2)=[CH:29][CH:30]=1 |f:0.1|. Reported procedure: A stirring mixture of 10 g of sodium bicarbonate in 50 ml dimethylformamide was treated with 4.0 g of 4-(2,3,4,5,6-pentafluorophenoxy)piperidine followed by a solution of 4.06 ml of 4,4-bis-(4-fluorophenyl)butyl chloride in 10 ml of dimethylformamide, and then stirred at 78° C. for 20 hours. After filtering, the filtrate was poured into water and extracted with ethyl acetate. The organic layer was washed with water followed by a saturated sodium chloride solution and dried over anhydrous magnesi... Reactants: Brc1cccs1, CCOCC, Cc1ccc(C(=O)O)c(Cl)n1, [Mg]. The product is Cc1ccc(C(=O)c2cccs2)c(Cl)n1. Reaction SMILES: [Br:2][c:3]1[s:4][cH:5][cH:6][cH:7]1.[CH3:19][CH2:20][O:21][CH2:22][CH3:23].[Cl:8][c:9]1[c:10]([C:11](=[O:12])[OH:13])[cH:14][cH:15][c:16]([CH3:18])[n:17]1.[Mg:1]>>[c:3]1([C:11]([c:10]2[c:9]([Cl:8])[n:17][c:16]([CH3:18])[cH:15][cH:14]2)=[O:12])[s:4][cH:5][cH:6][cH:7]1.